Dataset: the Open Reaction Database (ORD), a public repository of structured organic reaction records. Task: describe an organic reaction: reactants, conditions, products, and yield Reactants: CN(C(=O)Cl)C (dimethylcarbamic acid chloride), NC1=NNC2=CC(=CC=C12)Cl (3-amino-6-chloroindazole), O (water). Run in C(Cl)(Cl)Cl (chloroform), N1=CC=CC=C1 (pyridine). Yields the product CN(C(=O)N1N=C2C=C(C=CC2=C1N)Cl)C (3-amino-6-chloroindazole-2-carboxylic acid dimethylamide). The yield is 58.0%. As a reaction SMILES: [CH3:1][N:2]([CH3:6])[C:3](Cl)=[O:4].[NH2:7][C:8]1[C:16]2[C:11](=[CH:12][C:13]([Cl:17])=[CH:14][CH:15]=2)[NH:10][N:9]=1.O>N1C=CC=CC=1.C(Cl)(Cl)Cl>[CH3:1][N:2]([CH3:6])[C:3]([N:9]1[C:8]([NH2:7])=[C:16]2[C:11]([CH:12]=[C:13]([Cl:17])[CH:14]=[CH:15]2)=[N:10]1)=[O:4]. Procedure: 0.15 mol of dimethylcarbamic acid chloride is added dropwise, while stirring, to 0.1 mol of 3-amino-6-chloroindazole in 50 ml of pyridine, in the course of which the temperature rises to 45° C. After 11/2 hours, 250 ml of water are allowed to run in and the reaction product is isolated by filtration. After dissolving the product in chloroform, filtering off a by-product of melting point 237°-238° C and evaporating the solution, 3-amino-6-chloroindazole-2-carboxylic acid dimethylamide (melting po... The reactants are C(C)(C)OC(C)=O (Iso-propylacetate), C(C)O (ethanol), OCCO[C@H]1C[C@H]([C@H]2[C@@H]1OC(O2)(C)C)N ((3 aS,4R,6S,6aR)-6-(2-hydroxyethoxy)-2,2-dimethyltetrahydro-3aH-cyclopenta[d][1,3]dioxol-4-amine), C(C(=O)O)(=O)O (oxalic acid). Run in O (water). Run at temperature 65 celsius, time 2 hour. The product is C(C(=O)[O-])(=O)[O-].OCCO[C@H]1C[C@H]([C@H]2[C@@H]1OC(O2)(C)C)[NH3+].OCCO[C@H]2C[C@H]([C@H]1[C@@H]2OC(O1)(C)C)[NH3+] ((3aS,4R,6S,6aR)-6-(2-hydroxyethoxy)-2,2-dimethyltetrahydro-3aH-cyclopenta[d][1,3]dioxol-4-aminium oxalate). Yield: 82.0%. RXN SMILES: C(O)C.[OH:4][CH2:5][CH2:6][O:7][C@@H:8]1[C@H:12]2[O:13][C:14]([CH3:17])([CH3:16])[O:15][C@H:11]2[C@H:10]([NH2:18])[CH2:9]1.[C:19]([OH:24])(=[O:23])[C:20]([OH:22])=[O:21].C(OC(=O)C)(C)C>O>[C:19]([O-:24])(=[O:23])[C:20]([O-:22])=[O:21].[OH:4][CH2:5][CH2:6][O:7][C@@H:8]1[C@H:12]2[O:13][C:14]([CH3:16])([CH3:17])[O:15][C@H:11]2[C@H:10]([NH3+:18])[CH2:9]1.[OH:4][CH2:5][CH2:6][O:7][C@@H:8]1[C@H:12]2[O:13][C:14]([CH3:16])([CH3:17])[O:15][C@H:11]2[C@H:10]([NH3+:18])[CH2:9]1 |f:5.6.7|. Procedure: To an ethanol solution of (3 aS,4R,6S,6aR)-6-(2-hydroxyethoxy)-2,2-dimethyltetrahydro-3aH-cyclopenta[d][1,3]dioxol-4-amine (approximately 100 kg in approximately 320 kg of to ethanol, prepared as described in WO01/92263) water (30 kg) was charged. The mixture was heated to 65° C. and oxalic acid×2H2O (57 kg) was added. Iso-propylacetate (665 kg) was added during 2 hours and the resulting slurry was cooled to 20° C. in 2 hours. The cooled slurry was kept at this temperature for additionally 2 hou...